Dataset: the Open Reaction Database (ORD), a public repository of structured organic reaction records. Task: describe an organic reaction: reactants, conditions, products, and yield Starting materials: CCOC(=O)OCC, Cc1ccccc1, CCCOc1c(OC)cc(CC#N)cc1SC. Yields the product CCCOc1c(OC)cc(C(C#N)C(=O)OCC)cc1SC. As a reaction SMILES: [C:1]([O:2][CH2:3][CH3:4])([O:5][CH2:6][CH3:7])=[O:8].[CH3:26][c:27]1[cH:28][cH:29][cH:30][cH:31][cH:32]1.[CH3:9][O:10][c:11]1[cH:12][c:13]([CH2:23][C:24]#[N:25])[cH:14][c:15]([S:21][CH3:22])[c:16]1[O:17][CH2:18][CH2:19][CH3:20]>>[C:1]([O:5][CH2:6][CH3:7])(=[O:8])[CH:23]([c:13]1[cH:12][c:11]([O:10][CH3:9])[c:16]([O:17][CH2:18][CH2:19][CH3:20])[c:15]([S:21][CH3:22])[cH:14]1)[C:24]#[N:25]. Starting materials: C(C)(C)(C)OC(=O)NCC(=O)NC=1C=C(C=C(C1)C(CO)(C)O)C1=NN2C(=NC(=CC2=O)N2CCN(CC2)C(=O)OC(C)(C)C)S1 (tert-butyl 4-(2-(3-(2-(tert-butoxycarbonylamino)-acetamido)-5-(1,2-dihydroxypropan-2-yl)phenyl)-5-oxo-5H-[1,3,4]thiadiazolo[3,2-a]pyrimidin-7-yl)piperazine-1-carboxylate), O (Water), NaIO4. Run in C1CCOC1 (THF). Conditions: time 2 hour. Yields the product C(C)(=O)C=1C=C(C=C(C1)C1=NN2C(=NC(=CC2=O)N2CCNCC2)S1)NC(CN)=O (N-(3-acetyl-5-(5-oxo-7-(piperazin-1-yl)-5H-[1,3,4]thiadiazolo[3,2-a]pyrimidin-2-yl)phenyl)-2-aminoacetamide). As a reaction SMILES: C(OC([NH:8][CH2:9][C:10]([NH:12][C:13]1[CH:14]=[C:15]([C:24]2[S:46][C:27]3=[N:28][C:29]([N:33]4[CH2:38][CH2:37][N:36](C(OC(C)(C)C)=O)[CH2:35][CH2:34]4)=[CH:30][C:31](=[O:32])[N:26]3[N:25]=2)[CH:16]=[C:17]([C:19]([OH:23])(C)[CH2:20]O)[CH:18]=1)=[O:11])=O)(C)(C)C.O>C1COCC1>[C:19]([C:17]1[CH:18]=[C:13]([NH:12][C:10](=[O:11])[CH2:9][NH2:8])[CH:14]=[C:15]([C:24]2[S:46][C:27]3=[N:28][C:29]([N:33]4[CH2:38][CH2:37][NH:36][CH2:35][CH2:34]4)=[CH:30][C:31](=[O:32])[N:26]3[N:25]=2)[CH:16]=1)(=[O:23])[CH3:20]. Procedure: To a solution of tert-butyl 4-(2-(3-(2-(tert-butoxycarbonylamino)-acetamido)-5-(1,2-dihydroxypropan-2-yl)phenyl)-5-oxo-5H-[1,3,4]thiadiazolo[3,2-a]pyrimidin-7-yl)piperazine-1-carboxylate (27.0 mg, 0.041 mmol) in THF (0.5 ml)/Water (0.500 ml) is added NaIO4 (17.5 mg, 0.082 mmol). The mixture is stirred at room temperature for 2 h and then extracted with EtOAc (2×10 ml). The combined organic layers are washed with brine and dried over Na2SO4. After the removal of organic solvent in vacuo, the crud... Starting materials: CC(=O)[O-], CS(C)=O, CCO, Cl, Cl, O=C1CC2CCN(C1)C2, NO, [Na+], [Na], O, O, O. The product is NC1CC2CCN(C1)C2. Reaction SMILES: [C:17]([O-:18])(=[O:19])[CH3:20].[CH3:23][S:24]([CH3:25])=[O:26].[CH3:27][CH2:28][OH:29].[ClH:11].[ClH:1].[N:2]12[CH2:3][C:4](=[O:10])[CH2:5][CH:6]([CH2:7][CH2:8]1)[CH2:9]2.[NH2:12][OH:13].[Na+:21].[Na:22].[OH2:14].[OH2:15].[OH2:16]>>[N:2]12[CH2:3][CH:4]([NH2:12])[CH2:5][CH:6]([CH2:7][CH2:8]1)[CH2:9]2. Reactants: C(CCC)[Li] (n-butyllithium), solution, CCCCCC (hexane), C(C1=CC=CC=C1)=O (benzaldehyde), BrC=1C=C(C=CC1)C1OCCO1 (2-(3-bromophenyl)-1,3-dioxolane). Run in O1CCCC1 (tetrahydrofuran), O1CCCC1 (tetrahydrofuran). Conditions: time 10 minute. Product: O1C(OCC1)C=1C=C(C=CC1)C(O)C1=CC=CC=C1 ((3-[1,3]Dioxolan-2-ylphenyl)phenylmethanol). As a reaction SMILES: Br[C:2]1[CH:3]=[C:4]([CH:8]2[O:12][CH2:11][CH2:10][O:9]2)[CH:5]=[CH:6][CH:7]=1.C([Li])CCC.CCCCCC.[CH:24](=[O:31])[C:25]1[CH:30]=[CH:29][CH:28]=[CH:27][CH:26]=1>O1CCCC1>[O:9]1[CH2:10][CH2:11][O:12][CH:8]1[C:4]1[CH:3]=[C:2]([CH:24]([C:25]2[CH:30]=[CH:29][CH:28]=[CH:27][CH:26]=2)[OH:31])[CH:7]=[CH:6][CH:5]=1. Reported procedure: Combine 2-(3-bromophenyl)-1,3-dioxolane (10.0 ml, 66.0 mmol) and tetrahydrofuran (100 ml) and cool to about −78° C. Add dropwise a solution of n-butyllithium, 1.6 M solution in hexane (44.0 ml, 66.0 mmol). After 10 min, add a solution of benzaldehyde (7.6 ml, 66.0 mmol) in tetrahydrofuran (50 ml) via cannula. After 1 hour, warm to room temperature. After 18 hours, quench into water and extract with dichloromethane. Combine the organic layers and wash sequentially with distilled water and brine a... Reactants: O (water), Cl.C(C)N=C=NCCCN(C)C (1-ethyl-3-(3-dimethylaminopropyl)carbodiimide hydrochloride), N1(CCCC1)C1=NC(=CC(=N1)N1CCNCC1)N1CCCC1 (N-[2,6-bis(pyrrolidin-1-yl)pyrimidin-4-yl]piperazine), C(=O)(O)CC(=O)NS(=O)(=O)C1=CC=C(C=C1)C (N-(carboxymethylcarbonyl)paratoluenesulphonamide). Solvent: C(C)#N (acetonitrile). The product is C1(=CC=C(C=C1)S(=O)(=O)NC(=O)CC(=O)N1C(CCC1)C(=O)N1CCN(CC1)C1(NC(=CC=N1)N1CCCC1)N1CCCC1)C ((-)-N'-[(1-(paratoluenesulphonamidocarbonyl-methylcarbonyl)pyrrolidin-2-yl)carbonyl]-N-[2,6-bis(pyrrolidin-1-yl)pyrimidin-2-yl]piperazine). RXN SMILES: [C:1]([CH2:4][C:5]([NH:7][S:8]([C:11]1[CH:16]=[CH:15][C:14]([CH3:17])=[CH:13][CH:12]=1)(=[O:10])=[O:9])=[O:6])([OH:3])=O.Cl.C(N=C=N[CH2:24][CH2:25][CH2:26][N:27]([CH3:29])[CH3:28])C.[N:30]1([C:35]2[N:40]=[C:39](N3CCNCC3)[CH:38]=[C:37]([N:47]3[CH2:51][CH2:50][CH2:49][CH2:48]3)[N:36]=2)[CH2:34][CH2:33][CH2:32][CH2:31]1.[OH2:52]>C(#N)C>[C:14]1([CH3:17])[CH:15]=[CH:16][C:11]([S:8]([NH:7][C:5]([CH2:4][C:1]([N:36]2[CH2:37][CH2:38][CH2:24][CH:25]2[C:26]([N:27]2[CH2:28][CH2:34][N:30]([C:35]3([N:30]4[CH2:34][CH2:33][CH2:32][CH2:31]4)[N:40]=[CH:39][CH:38]=[C:37]([N:47]4[CH2:48][CH2:49][CH2:50][CH2:51]4)[NH:36]3)[CH2:31][CH2:29]2)=[O:52])=[O:3])=[O:6])(=[O:10])=[O:9])=[CH:12][CH:13]=1 |f:1.2|. Procedure: A solution of 1 g of N-(carboxymethylcarbonyl)paratoluenesulphonamide in 30 ml of acetonitrile is added, at room temperature and under stirring, with 0.97 g of 1-ethyl-3-(3-dimethylaminopropyl)carbodiimide hydrochloride and 1.56 g of (-)-N'-[pyrrolidin-2-yl)carbonyl]-N-[2,6-bis(pyrrolidin-1-yl)pyrimidin-4-yl]piperazine, in this succession. After 3 hours the reaction mixture is added with 70 ml of water and extracted with ethyl acetate (3×20 ml). The combined organic extracts are washed with wate...